From a dataset of the Open Reaction Database (ORD), a public repository of structured organic reaction records. describe an organic reaction: reactants, conditions, products, and yield The reactants are ClS(=O)(=O)NC(OCCCl)=O (2-chloroethyl chlorosulfonylcarbamate), C(C)[C@@H]1C[C@@H](C[C@@H]1C1=NN=C2N1C1=C(N=C2)N(C=C1)S(=O)(=O)C1=CC=C(C)C=C1)N ((1S,3R,4S)-3-ethyl-4-(6-tosyl-6H-pyrrolo[2,3-e][1,2,4]triazolo[4,3-a]pyrazin-1-yl)cyclopentanamine), TEA. Solvent: C(Cl)Cl (DCM). Reaction conditions: time 1 hour. Yields the product C(C)[C@@H]1C[C@@H](C[C@@H]1C1=NN=C2N1C1=C(N=C2)N(C=C1)S(=O)(=O)C1=CC=C(C)C=C1)NS(=O)(=O)N1C(OCC1)=O (N-((1S,3R,4S)-3-ethyl-4-(6-tosyl-6H-pyrrolo[2,3-e][1,2,4]triazolo[4,3-a]pyrazin-1-yl)cyclopentyl)-2-oxooxazolidine-3-sulfonamide). Isolated yield 72.4%. RXN SMILES: Cl[S:2]([NH:5][C:6](=[O:11])[O:7][CH2:8][CH2:9]Cl)(=[O:4])=[O:3].[CH2:12]([C@H:14]1[C@@H:18]([C:19]2[N:23]3[C:24]4[CH:30]=[CH:29][N:28]([S:31]([C:34]5[CH:40]=[CH:39][C:37]([CH3:38])=[CH:36][CH:35]=5)(=[O:33])=[O:32])[C:25]=4[N:26]=[CH:27][C:22]3=[N:21][N:20]=2)[CH2:17][C@@H:16]([NH2:41])[CH2:15]1)[CH3:13]>C(Cl)Cl>[CH2:12]([C@H:14]1[C@@H:18]([C:19]2[N:23]3[C:24]4[CH:30]=[CH:29][N:28]([S:31]([C:34]5[CH:35]=[CH:36][C:37]([CH3:38])=[CH:39][CH:40]=5)(=[O:33])=[O:32])[C:25]=4[N:26]=[CH:27][C:22]3=[N:21][N:20]=2)[CH2:17][C@@H:16]([NH:41][S:2]([N:5]2[CH2:9][CH2:8][O:7][C:6]2=[O:11])(=[O:4])=[O:3])[CH2:15]1)[CH3:13]. Procedure details: To a mixture of 2-chloroethyl chlorosulfonylcarbamate (prepared as detailed in Bioorg. Med. Chem. Lett., 2006 16, 3367-3370; 0.052 g, 0.236 mmol) and (1S,3R,4S)-3-ethyl-4-(6-tosyl-6H-pyrrolo[2,3-e][1,2,4]triazolo[4,3-a]pyrazin-1-yl)cyclopentanamine (0.100 g, 0.236 mmol, Example #8 Step M) in DCM (2.4 mL) was added TEA (0.098 mL, 0.71 mmol) and the reaction mixture was stirred at ambient temperature for about 1 h. The reaction mixture was concd under reduced pressure to give N-((1S,3R,4S)-3-ethyl...